Dataset: the Open Reaction Database (ORD), a public repository of structured organic reaction records. Task: describe an organic reaction: reactants, conditions, products, and yield Starting materials: resultant mixture, solution, [BH4-].[Li+] (lithium borohydride), [BH4-].[Li+] (lithium borohydride), NC=1C=CC2=C(C(=NS2)CC(=O)OCC)C1 (ethyl 5-amino-1,2-benzisothiazole-3-acetate). Run in O (water), [Cl-].[Na+].O (brine), C(Cl)Cl (methylene chloride), O1CCCC1 (tetrahydrofuran), CO (methanol), C(Cl)Cl (methylene chloride), O1CCCC1 (tetrahydrofuran). Conditions: temperature -8 celsius, time 3.5 hour. Product: NC=1C=CC2=C(C(=NS2)CCO)C1 (5-Amino-1,2-benzisothiazole-3-ethanol). As a reaction SMILES: [NH2:1][C:2]1[CH:3]=[CH:4][C:5]2[S:9][N:8]=[C:7]([CH2:10][C:11](OCC)=[O:12])[C:6]=2[CH:16]=1.[BH4-].[Li+]>O1CCCC1.CO.C(Cl)Cl.O.[Cl-].[Na+].O>[NH2:1][C:2]1[CH:3]=[CH:4][C:5]2[S:9][N:8]=[C:7]([CH2:10][CH2:11][OH:12])[C:6]=2[CH:16]=1 |f:1.2,7.8.9|. Procedure details: A mixture of ethyl 5-amino-1,2-benzisothiazole-3-acetate (3.14 g, 0.0133 mol) in tetrahydrofuran is cooled to -8° C., treated dropwise with a 2 M solution of lithium borohydride in tetrahydrofuran (5.00 mL, 0.0100 mol), stirred at room temperature for 3.5 hours, cooled to -5° C., treated with additional lithium borohydride solution (4.20 mL, 0.0084 mol), stirred at room temperature overnight, cooled to 0° C., quenched sequentially with water (5.00 mL) and 10% hydrochloric acid (10.0 mL), stirred... Reactants: CCCCI, CCOC(=O)Cc1c[nH]c2ccccc12, CS(C)=O, [H-], [Na+], O. Yields the product CCCCn1cc(CC(=O)OCC)c2ccccc21. RXN SMILES: [CH2:18]([CH2:19][CH2:20][CH3:21])[I:22].[CH2:3]([CH3:4])[O:5][C:6]([CH2:7][c:8]1[cH:9][nH:10][c:11]2[cH:12][cH:13][cH:14][cH:15][c:16]12)=[O:17].[CH3:23][S:24]([CH3:25])=[O:26].[H-:2].[Na+:1].[OH2:27]>>[CH2:3]([CH3:4])[O:5][C:6]([CH2:7][c:8]1[cH:9][n:10]([CH2:18][CH2:19][CH2:20][CH3:21])[c:11]2[cH:12][cH:13][cH:14][cH:15][c:16]12)=[O:17]. The reactants are N[C@@H](CCCNC(NS(=O)(=O)C1=CC=C(C)C=C1)=N)C(=O)N[C@@H](CC(C)C)C(=O)O (H-Arg(Tos)-Leu-OH), N([C@@H](COC(C)(C)C)C(=O)O)C(=O)OCC1=CC=CC=C1 (Z-Ser(But)-OH), ON1C(CCC1=O)=O (N-hydroxysuccinimide), C1(CCCCC1)N=C=NC1CCCCC1 (dicyclohexylcarbodiimide), N[C@@H](CCCNC(NS(=O)(=O)C1=CC=C(C)C=C1)=N)C(=O)N[C@@H](CC(C)C)C(=O)O (H-Arg(Tos)-Leu-OH). Run in C(C)N(CC)CC (triethylamine), CN(C=O)C (dimethylformamide), O1CCCC1 (tetrahydrofuran). Conditions: temperature 0 celsius, time 3 hour. Product: N([C@@H](COC(C)(C)C)C(=O)N[C@@H](CCCNC(NS(=O)(=O)C1=CC=C(C)C=C1)=N)C(=O)N[C@@H](CC(C)C)C(=O)O)C(=O)OCC1=CC=CC=C1 (Z-Ser(But)-Arg(Tos)-Leu-OH). Isolated yield 72.5%. RXN SMILES: [NH:1]([C:12]([O:14][CH2:15][C:16]1[CH:21]=[CH:20][CH:19]=[CH:18][CH:17]=1)=[O:13])[C@H:2]([C:9]([OH:11])=O)[CH2:3][O:4][C:5]([CH3:8])([CH3:7])[CH3:6].ON1C(=O)CCC1=O.C1(N=C=NC2CCCCC2)CCCCC1.[NH2:45][C@H:46]([C:64]([NH:66][C@H:67]([C:72]([OH:74])=[O:73])[CH2:68][CH:69]([CH3:71])[CH3:70])=[O:65])[CH2:47][CH2:48][CH2:49][NH:50][C:51](=[NH:63])[NH:52][S:53]([C:56]1[CH:62]=[CH:61][C:59]([CH3:60])=[CH:58][CH:57]=1)(=[O:55])=[O:54]>O1CCCC1.CN(C)C=O.C(N(CC)CC)C>[NH:1]([C:12]([O:14][CH2:15][C:16]1[CH:21]=[CH:20][CH:19]=[CH:18][CH:17]=1)=[O:13])[C@H:2]([C:9]([NH:45][C@H:46]([C:64]([NH:66][C@H:67]([C:72]([OH:74])=[O:73])[CH2:68][CH:69]([CH3:70])[CH3:71])=[O:65])[CH2:47][CH2:48][CH2:49][NH:50][C:51](=[NH:63])[NH:52][S:53]([C:56]1[CH:62]=[CH:61][C:59]([CH3:60])=[CH:58][CH:57]=1)(=[O:55])=[O:54])=[O:11])[CH2:3][O:4][C:5]([CH3:6])([CH3:7])[CH3:8]. Procedure details: In 250 ml of tetrahydrofuran are dissolved 23.7 g (80.4 millimoles) of Z-Ser(But)-OH and 10.2 g of N-hydroxysuccinimide, and the solution is cooled to 0° C. and 16.6 g of dicyclohexylcarbodiimide is added to the solution. The mixture is stirred for 3 hours at the above temperature and then stirred in a low temperature chamber overnight. The formed precipitate is removed by filtration and the filtrate is concentrated under reduced pressure. The obtained oily substance is dissolved in 100 ml of di... Starting materials: ClCCl, CN1CCC(C(C)(c2ccccc2)N2CCNCC2)CC1, O=C=NC(c1ccccc1)c1ccccc1. Yields the product CN1CCC(C(C)(c2ccccc2)N2CCN(C(=O)NC(c3ccccc3)c3ccccc3)CC2)CC1. As a reaction SMILES: [CH2:38]([Cl:39])[Cl:40].[CH3:1][N:2]1[CH2:3][CH2:4][CH:5]([C:8]([CH3:9])([c:10]2[cH:11][cH:12][cH:13][cH:14][cH:15]2)[N:16]2[CH2:17][CH2:18][NH:19][CH2:20][CH2:21]2)[CH2:6][CH2:7]1.[c:22]1([CH:28]([c:29]2[cH:30][cH:31][cH:32][cH:33][cH:34]2)[N:35]=[C:36]=[O:37])[cH:23][cH:24][cH:25][cH:26][cH:27]1>>[CH3:1][N:2]1[CH2:3][CH2:4][CH:5]([C:8]([CH3:9])([c:10]2[cH:11][cH:12][cH:13][cH:14][cH:15]2)[N:16]2[CH2:17][CH2:18][N:19]([C:36]([NH:35][CH:28]([c:22]3[cH:23][cH:24][cH:25][cH:26][cH:27]3)[c:29]3[cH:30][cH:31][cH:32][cH:33][cH:34]3)=[O:37])[CH2:20][CH2:21]2)[CH2:6][CH2:7]1. The reactants are OBO, O=C(c1ccc(Br)cc1F)N1CCCC1CN1CCCC1, COc1ccccc1OC. The product is COc1ccc(-c2ccc(C(=O)N3CCCC3CN3CCCC3)c(F)c2)cc1OC. As a reaction SMILES: [BH:22]([OH:23])[OH:24].[Br:1][c:2]1[cH:3][c:4]([F:21])[c:5]([C:8](=[O:9])[N:10]2[CH:11]([CH2:15][N:16]3[CH2:17][CH2:18][CH2:19][CH2:20]3)[CH2:12][CH2:13][CH2:14]2)[cH:6][cH:7]1.[CH3:25][O:26][c:27]1[cH:28][cH:29][cH:30][cH:31][c:32]1[O:33][CH3:34]>>[c:2]1(-[c:30]2[cH:29][cH:28][c:27]([O:26][CH3:25])[c:32]([O:33][CH3:34])[cH:31]2)[cH:3][c:4]([F:21])[c:5]([C:8](=[O:9])[N:10]2[CH:11]([CH2:15][N:16]3[CH2:17][CH2:18][CH2:19][CH2:20]3)[CH2:12][CH2:13][CH2:14]2)[cH:6][cH:7]1.